describe an organic reaction: reactants, conditions, products, and yield From a dataset of the Open Reaction Database (ORD), a public repository of structured organic reaction records. Starting materials: C(=O)C1=CC2=C(CCN3C(C2=O)=CC=C3)C=C1 (6,11-dihydro-9-formyl-5H-pyrrolo[2,1-b][3]benzazepin-11-one), C(=O)C1=CC2=C(C=CN3C(C2=O)=CC=C3)C=C1 (9-formyl-11H-pyrrolo[2,1-b][3]benzazepin-11-one), C(=O)C=1C=C2C(C3=C(C=CN2C1)C=CC=C3)=O (2-formyl-11H-pyrrolo[2,1-b][3]benzazepin-11-one). Product: C(=O)C=1C=C2C(C3=C(C=CN2C1)C=CC=C3)=CCCN(C)C (2-formyl-11-(3-dimethylaminopropylidene)-11H-pyrrolo[2,1-b][3]benzazepine), C(=O)C1=CC2=C(CCN3C(C2=CCCN(C)C)=CC=C3)C=C1 (9-formyl-11-(3-dimethylaminopropylidene)-6,11-dihydro-5H-pyrrolo[2,1-b][3]benzazepine), CN(CCC=C1C=2N(C=CC3=C1C=CC=C3)C=CC2)C (3-dimethylaminopropylidene-11H-pyrrolo[2,1-b][3]benzazepine). As a reaction SMILES: [CH:1]([C:3]1[CH:4]=[C:5]2[N:11]([CH:12]=1)[CH:10]=[CH:9][C:8]1[CH:13]=[CH:14][CH:15]=[CH:16][C:7]=1[C:6]2=O)=[O:2].[CH:18]([C:20]1[CH:34]=[CH:33][C:23]2[CH2:24][CH2:25][N:26]3[CH:32]=[CH:31][CH:30]=[C:27]3[C:28](=O)[C:22]=2[CH:21]=1)=[O:19].C([C:37]1[CH:51]=[CH:50][C:40]2[CH:41]=[CH:42][N:43]3[CH:49]=[CH:48][CH:47]=[C:44]3[C:45](=O)[C:39]=2[CH:38]=1)=O>>[CH:1]([C:3]1[CH:4]=[C:5]2[N:11]([CH:12]=1)[CH:10]=[CH:9][C:8]1[CH:13]=[CH:14][CH:15]=[CH:16][C:7]=1[C:6]2=[CH:23][CH2:24][CH2:25][N:26]([CH3:32])[CH3:27])=[O:2].[CH:18]([C:20]1[CH:34]=[CH:33][C:23]2[CH2:24][CH2:25][N:26]3[CH:32]=[CH:31][CH:30]=[C:27]3[C:28](=[CH:40][CH2:41][CH2:42][N:43]([CH3:49])[CH3:44])[C:22]=2[CH:21]=1)=[O:19].[CH3:5][N:11]([CH3:12])[CH2:10][CH2:9][CH:8]=[C:45]1[C:39]2[CH:38]=[CH:37][CH:51]=[CH:50][C:40]=2[CH:41]=[CH:42][N:43]2[CH:49]=[CH:48][CH:47]=[C:44]12. Procedure details: Using substantially the same procedure as in Example XXII, Steps A, B, and C (the present example) but starting with 2-formyl-11H-pyrrolo[2,1-b][3]benzazepin-11-one, 6,11-dihydro-9-formyl-5H-pyrrolo[2,1-b][3]benzazepin-11-one, or 9-formyl-11H-pyrrolo[2,1-b][3]benzazepin-11-one, there is obtained 2-formyl-11-(3-dimethylaminopropylidene)-11H-pyrrolo[2,1-b][3]benzazepine, 9-formyl-11-(3-dimethylaminopropylidene)-6,11-dihydro-5H-pyrrolo[2,1-b][3]benzazepine, or 9-formyl-11-(3-dimethylaminopropyliden... The reactants are Cl (hydrogen chloride), CC1=CCCC(=CCC1)C (1,5-dimethylcycloocta-1,5-diene), C(Cl)Cl (methylene chloride), Cl (hydrogen chloride). Run at time 4 hour. Yields the product ClC1(CCCC(CCC1)(C)Cl)C (1,5-dichloro-1,5-dimethylcyclooctane). Yield: 90.0%. Reaction SMILES: [CH3:1][C:2]1[CH2:9][CH2:8][CH:7]=[C:6]([CH3:10])[CH2:5][CH2:4][CH:3]=1.[ClH:11].C(Cl)[Cl:13]>>[Cl:11][C:2]1([CH3:1])[CH2:9][CH2:8][CH2:7][C:6]([Cl:13])([CH3:10])[CH2:5][CH2:4][CH2:3]1. Reported procedure: 100 g (0.73 mol) of 1,5-dimethylcycloocta-1,5-diene together with 200 ml of methylene chloride were placed in a 500 ml four-necked flask. While cooling to an internal temperature of 0-5° C., 60 g (1.64 mol) of hydrogen chloride were fed in at atmospheric pressure over a period of 4 hours. Unreacted hydrogen chloride was subsequently removed by stripping with nitrogen. The solvent was then removed completely under reduced pressure. The product was finally purified by distillation (boiling point: ... Reactants: [OH-].[Na+] (NaOH), COC(CCCCCCCCCCCCCCCC(C1=NN=NN1)C1=NN=NN1)=O (17,17-Bis(5-tetrazolyl)heptadecanoic acid methyl ester), ester. Solvent: O (water), O (water), Cl (HCl), CO (MeOH). Yields the product N1N=NN=C1C(CCCCCCCCCCCCCCCC(=O)O)C1=NN=NN1 (17,17-Bis(5-tetrazolyl)heptadecanoic acid). Isolated yield 32.3%. RXN SMILES: C[O:2][C:3](=[O:30])[CH2:4][CH2:5][CH2:6][CH2:7][CH2:8][CH2:9][CH2:10][CH2:11][CH2:12][CH2:13][CH2:14][CH2:15][CH2:16][CH2:17][CH2:18][CH:19]([C:25]1[NH:29][N:28]=[N:27][N:26]=1)[C:20]1[NH:24][N:23]=[N:22][N:21]=1.[OH-].[Na+]>CO.O.Cl>[NH:26]1[C:25]([CH:19]([C:20]2[NH:21][N:22]=[N:23][N:24]=2)[CH2:18][CH2:17][CH2:16][CH2:15][CH2:14][CH2:13][CH2:12][CH2:11][CH2:10][CH2:9][CH2:8][CH2:7][CH2:6][CH2:5][CH2:4][C:3]([OH:30])=[O:2])=[N:29][N:28]=[N:27]1 |f:1.2|. Procedure details: 17,17-Bis(5-tetrazolyl)heptadecanoic acid methyl ester (1.70 g, 4.04 mmol) was dissolved in MeOH (40 ml), and a solution of NaOH (1.17 g, 29 mmol) in water (3 ml) was added. After stirring at room temperature for 19 h no more starting ester could be detected by 1H NMR, and the mixture was diluted with a mixture of water (130 ml) and 1N HCl (50 ml). The product was isolated by filtration, washed with water, and recrystallized from boiling MeCN (40 ml), to yield 0.53 g (32%) of the title compound ...